From a dataset of the Open Reaction Database (ORD), a public repository of structured organic reaction records. describe an organic reaction: reactants, conditions, products, and yield Reactants: C(C)(C)(C)OC(=O)CC=1C(=NC=2N(C1C1=C(C=C(C=C1)Cl)Cl)N=C(N2)C(=O)[O-])C (6-((tert-butoxycarbonyl)methyl)-7-(2,4-dichlorophenyl)-5-methyl-[1,2,4]triazolo[1,5-a]pyrimidine-2-carboxylate), O[Li].O (LiOH-H2O). Run in C1CCOC1 (THF), O (H2O). Conditions: temperature 40 celsius. Yields the product C(C)(C)(C)OC(=O)CC=1C(=NC=2N(C1C1=C(C=C(C=C1)Cl)Cl)N=C(N2)C(=O)O)C (6-((tert-butoxycarbonyl)methyl)-7-(2,4-dichlorophenyl)-5-methyl-[1,2,4]triazolo[1,5-a]pyrimidine-2-carboxylic acid). Yield: 99.1%. Reaction SMILES: [C:1]([O:5][C:6]([CH2:8][C:9]1[C:10]([CH3:29])=[N:11][C:12]2[N:13]([N:23]=[C:24]([C:26]([O-:28])=[O:27])[N:25]=2)[C:14]=1[C:15]1[CH:20]=[CH:19][C:18]([Cl:21])=[CH:17][C:16]=1[Cl:22])=[O:7])([CH3:4])([CH3:3])[CH3:2].O[Li].O>C1COCC1.O>[C:1]([O:5][C:6]([CH2:8][C:9]1[C:10]([CH3:29])=[N:11][C:12]2[N:13]([N:23]=[C:24]([C:26]([OH:28])=[O:27])[N:25]=2)[C:14]=1[C:15]1[CH:20]=[CH:19][C:18]([Cl:21])=[CH:17][C:16]=1[Cl:22])=[O:7])([CH3:4])([CH3:3])[CH3:2] |f:1.2|. Reported procedure: To a stirred solution of 6-((tert-butoxycarbonyl)methyl)-7-(2,4-dichlorophenyl)-5-methyl-[1,2,4]triazolo[1,5-a]pyrimidine-2-carboxylate (13 mg, 0.03 mmol) in THF (1 mL) was added LiOH-H2O (9 mg, 0.21 mmol) in H2O (0.1 mL). After heating to 40° C. for 1 h, the reaction was concentrated under reduced pressure and diluted with EtOAc. The organic layer was washed with 1N HCl and brine prior to drying over anhydrous MgSO4. Filtration, concentration under reduced pressure afforded 6-((tert-butoxycarbo... Reactants: O([C@H]1[C@H](O)[C@@H](O)[C@H](O)[C@H](O1)CO)C1=C(C=CC=C1)CC1=CC=C(C=C1)OC (2-(4-methoxybenzyl)phenyl β-D-glucopyranoside), ClC(=O)OCC (ethyl chloroformate), C(CC(O)(C(=O)O)CC(=O)O)(=O)O (citric acid). Run in CC1=NC(=CC(=C1)C)C (2,4,6-trimethylpyridine). Run at time 16 hour. Yields the product C(C)OC(=O)OC[C@@H]1[C@H]([C@@H]([C@H]([C@H](OC2=C(C=CC=C2)CC2=CC=C(C=C2)OC)O1)O)O)O (2-(4-methoxybenzyl)phenyl 6-O-ethoxycarbonyl-β-D-glucopyranoside). RXN SMILES: [O:1]([C:13]1[CH:18]=[CH:17][CH:16]=[CH:15][C:14]=1[CH2:19][C:20]1[CH:25]=[CH:24][C:23]([O:26][CH3:27])=[CH:22][CH:21]=1)[C@@H:2]1[O:10][C@H:9]([CH2:11][OH:12])[C@@H:7]([OH:8])[C@H:5]([OH:6])[C@H:3]1[OH:4].Cl[C:29]([O:31][CH2:32][CH3:33])=[O:30].C(O)(=O)CC(CC(O)=O)(C(O)=O)O>CC1C=C(C)C=C(C)N=1>[CH2:32]([O:31][C:29]([O:12][CH2:11][C@H:9]1[O:10][C@@H:2]([O:1][C:13]2[CH:18]=[CH:17][CH:16]=[CH:15][C:14]=2[CH2:19][C:20]2[CH:21]=[CH:22][C:23]([O:26][CH3:27])=[CH:24][CH:25]=2)[C@H:3]([OH:4])[C@@H:5]([OH:6])[C@@H:7]1[OH:8])=[O:30])[CH3:33]. Procedure details: To a solution of 2-(4-methoxybenzyl)phenyl β-D-glucopyranoside (0.075 g) in 2,4,6-trimethylpyridine (2 mL) was added ethyl chloroformate (0.04 mL) at room temperature. After the mixture was stirred at room temperature for 16 hours, a saturated aqueous citric acid solution was added to the reaction mixture, and the mixture was extracted with ethyl acetate. The extract was washed with water and dried over anhydrous magnesium sulfate, and the solvent was removed under reduced pressure. The residue ...